From a dataset of the Open Reaction Database (ORD), a public repository of structured organic reaction records. describe an organic reaction: reactants, conditions, products, and yield Reactants: C1CCOC1, CCN=C=NCCCN(C)C, CN(C)c1ccncc1, Cl, CC(C)(C)COc1c(C=Cc2nc3sccn3c2C(=O)O)cccc1OC(F)F, Nc1nc(C(F)(F)F)cs1, CN(C)C=O. Product: CC(C)(C)COc1c(C=Cc2nc3sccn3c2C(=O)Nc2nc(C(F)(F)F)cs2)cccc1OC(F)F. As a reaction SMILES: [CH2:61]1[O:62][CH2:63][CH2:64][CH2:65]1.[CH3:40][CH2:41][N:42]=[C:43]=[N:44][CH2:45][CH2:46][CH2:47][N:48]([CH3:49])[CH3:50].[CH3:52][N:53]([c:54]1[cH:55][cH:56][n:57][cH:58][cH:59]1)[CH3:60].[ClH:51].[F:1][CH:2]([O:3][c:4]1[c:5]([O:23][CH2:24][C:25]([CH3:26])([CH3:27])[CH3:28])[c:6]([CH:10]=[CH:11][c:12]2[n:13][c:14]3[s:15][cH:16][cH:17][n:18]3[c:19]2[C:20](=[O:21])[OH:22])[cH:7][cH:8][cH:9]1)[F:29].[F:30][C:31]([c:32]1[n:33][c:34]([NH2:37])[s:35][cH:36]1)([F:38])[F:39].[O:66]=[CH:67][N:68]([CH3:69])[CH3:70]>>[F:1][CH:2]([O:3][c:4]1[c:5]([O:23][CH2:24][C:25]([CH3:26])([CH3:27])[CH3:28])[c:6]([CH:10]=[CH:11][c:12]2[n:13][c:14]3[s:15][cH:16][cH:17][n:18]3[c:19]2[C:20](=[O:22])[NH:37][c:34]2[n:33][c:32]([C:31]([F:30])([F:38])[F:39])[cH:36][s:35]2)[cH:7][cH:8][cH:9]1)[F:29].